From a dataset of the Open Reaction Database (ORD), a public repository of structured organic reaction records. describe an organic reaction: reactants, conditions, products, and yield Reactants: C(#C)C1=CN=C2N1N=CC=C2 (3-ethynylimidazo[1,2-b]pyridazine), ClC1=C(C=C(C(=O)NC2=CC(=CC(=C2)C(F)(F)F)N2C=NC(=C2)C)C=C1)I (4-chloro-3-iodo-N-(3-(4-methyl-1H-imidazol-1-yl)-5-(trifluoromethyl)phenyl)benzamide). Yields the product ClC1=C(C=C(C(=O)NC2=CC(=CC(=C2)C(F)(F)F)N2C=NC(=C2)C)C=C1)C#CC1=CN=C2N1N=CC=C2 (4-Chloro-3-(2-(imidazo[1,2-b]pyridazin-3-yl)ethynyl)-N-(3-(4-methyl-1H-imidazol-1-yl)-5-(trifluoromethyl)phenyl)benzamide). Reaction SMILES: [C:1]([C:3]1[N:7]2[N:8]=[CH:9][CH:10]=[CH:11][C:6]2=[N:5][CH:4]=1)#[CH:2].[Cl:12][C:13]1[CH:37]=[CH:36][C:16]([C:17]([NH:19][C:20]2[CH:25]=[C:24]([C:26]([F:29])([F:28])[F:27])[CH:23]=[C:22]([N:30]3[CH:34]=[C:33]([CH3:35])[N:32]=[CH:31]3)[CH:21]=2)=[O:18])=[CH:15][C:14]=1I>>[Cl:12][C:13]1[CH:14]=[CH:15][C:16]([C:17]([NH:19][C:20]2[CH:25]=[C:24]([C:26]([F:29])([F:27])[F:28])[CH:23]=[C:22]([N:30]3[CH:34]=[C:33]([CH3:35])[N:32]=[CH:31]3)[CH:21]=2)=[O:18])=[CH:36][C:37]=1[C:2]#[C:1][C:3]1[N:7]2[N:8]=[CH:9][CH:10]=[CH:11][C:6]2=[N:5][CH:4]=1. Procedure details: The title compound was synthesized from 3-ethynylimidazo[1,2-b]pyridazine and 4-chloro-3-iodo-N-(3-(4-methyl-1H-imidazol-1-yl)-5-(trifluoromethyl)phenyl)benzamide in a manner similar to that described for in Example 1. The title compound was obtained as a light yellow solid. Mp: 153-154° C.; 1H NMR (300 MHz, CDCl3) δ: 9.35 (1H, s), 8.48-8.49 (1H, d, J=3.6 Hz), 8.25 (1H, s), 8.15 (2H, brs), 7.89-7.92 (4H, m), 7.57-7.60 (1H, d, J=8.4 Hz), 7.37 (1H, s), 7.12-7.16 (1H, dd, J=4.2 and 9.3 Hz), 2.27 (3... The reactants are ice, [N+](=[N-])=C (diazomethane), C1(CCCCC1)C(=O)O (cyclohexanecarboxylic acid). The solvent is CCOCC (ether), CCOCC (ether). The product is C1(CCCCC1)C(=O)OC (methyl cyclohexanecarboxylate). Isolated yield 67.2%. RXN SMILES: [CH:1]1([C:7]([OH:9])=[O:8])[CH2:6][CH2:5][CH2:4][CH2:3][CH2:2]1.[N+](=[CH2:12])=[N-]>CCOCC>[CH:1]1([C:7]([O:9][CH3:12])=[O:8])[CH2:6][CH2:5][CH2:4][CH2:3][CH2:2]1. Reported procedure: To an ice-cooled and stirred solution of cyclohexanecarboxylic acid (7.4 g, 0.058 mol) in 30 ml of ether was slowly added an excess solution of diazomethane in ether. After concentration of ether, the residue was distilled under reduced pressure to give a colorless transparent liquid of methyl cyclohexanecarboxylate (5.6 g, 0.039 mol, yield 67.2%, b.p. 73°-74° C./16 mmHg), which was assigned the structure by the following data: Starting materials: C(C(CO)(CO)N)O (Tris), SC[C@@H](O)[C@H](O)CS (dithiothreitol), Na molybdate, C1=CC=C(C=C1)CS(=O)(=O)F (PMSF), C1C(=O)NC(=O)S1 (thiazolidinedione), C(C1=CC=CC=C1)(=O)N (benzamide), C(CN(CC(=O)O)CC(=O)O)N(CC(=O)O)CC(=O)O (EDTA), SCCO (β-mercaptoethanol), CC(C)C[C@@H](C(=O)N[C@@H](CC(C)C)C(=O)N[C@@H](CCCN=C(N)N)C(=O)O)NC(=O)C (leupeptin). Solvent: OCC(O)CO (glycerol). Run at time 10 minute. Yields the product CC1=C(N=C(O1)C2=CC=CC=C2)C(COC3=CC=C(C=C3)CC4C(=O)NC(=O)S4)O ([3H]AD-5075). RXN SMILES: C(O)[C:2]([NH2:7])([CH2:5][OH:6])[CH2:3][OH:4].C(N(CC(O)=O)CC(O)=O)CN(CC(O)=O)C[C:13](O)=[O:14].S[CH2:30]CO.SC[C@H]([C@@H](CS)O)O.CC(C[C@H](NC(C)=O)C(N[C@H](C(N[C@H](C(O)=O)CCCN=C(N)N)=O)CC(C)C)=O)C.[C:72](N)(=O)[C:73]1[CH:78]=[CH:77][CH:76]=[CH:75][CH:74]=1.[CH:81]1[CH:86]=[CH:85][C:84]([CH2:87]S(F)(=O)=O)=[CH:83][CH:82]=1.[CH2:92]1[S:98][C:96](=[O:97])[NH:95][C:93]1=[O:94]>OCC(CO)O>[CH3:30][C:5]1[O:6][C:72]([C:73]2[CH:78]=[CH:77][CH:76]=[CH:75][CH:74]=2)=[N:7][C:2]=1[CH:3]([OH:4])[CH2:13][O:14][C:81]1[CH:82]=[CH:83][C:84]([CH2:87][CH:92]2[S:98][C:96](=[O:97])[NH:95][C:93]2=[O:94])=[CH:85][CH:86]=1. Procedure details: For each assay, an aliquot of receptor (1:1000-1:3000 dilution) was incubated in TEGM (10 mM Tris, pH 7.2, 1 mM EDTA, 10% glycerol, 7 μl/100 ml β-mercaptoethanol, 10 mM Na molybdate, 1 mM dithiothreitol, 5 μg/ml aprotinin, 2 μg/ml leupeptin, 2 μg/ml benzamide and 0.5 mM PMSF) containing 5-10% COS-1 cell cytoplasmic lysate and 10 nM labeled thiazolidinedione ([3H2 ]AD-5075, 21 Ci/mmole), ± test compound compound, [3H2 ]Example 11, 17 Ci/mmole), ± test compound, respectively. Assays were incubated... The reactants are O=C([O-])[O-], CCCCCCC, CN(C)C(=O)c1cc2cnc(Cl)nc2n1C1CCCC1, [Cs+], [Cs+], CC(=O)[O-], CC(=O)[O-], Nc1ccc(N2CCOCC2)cn1, C1COCCO1, [Pd+2], c1ccc(P(c2ccccc2)c2ccc3ccccc3c2-c2c(P(c3ccccc3)c3ccccc3)ccc3ccccc23)cc1. Yields the product CN(C)C(=O)c1cc2cnc(Nc3ccc(N4CCOCC4)cn3)nc2n1C1CCCC1. RXN SMILES: [C:80](=[O:81])([O-:82])[O-:83].[CH3:101][CH2:102][CH2:103][CH2:104][CH2:105][CH2:106][CH3:107].[CH3:14][N:15]([C:16](=[O:17])[c:18]1[cH:19][c:20]2[c:21]([n:22][c:23]([Cl:26])[n:24][cH:25]2)[n:27]1[CH:28]1[CH2:29][CH2:30][CH2:31][CH2:32]1)[CH3:33].[Cs+:84].[Cs+:85].[O-:93][C:94]([CH3:95])=[O:96].[O-:97][C:98]([CH3:99])=[O:100].[O:1]1[CH2:2][CH2:3][N:4]([c:7]2[cH:8][cH:9][c:10]([NH2:13])[n:11][cH:12]2)[CH2:5][CH2:6]1.[O:86]1[CH2:87][CH2:88][O:89][CH2:90][CH2:91]1.[Pd+2:92].[cH:34]1[cH:35][cH:36][c:37]([P:38]([c:39]2[cH:40][cH:41][c:42]3[c:43]([cH:44][cH:45][cH:46][cH:47]3)[c:48]2-[c:49]2[c:50]3[c:51]([cH:52][cH:53][cH:54][cH:55]3)[cH:56][cH:57][c:58]2[P:59]([c:60]2[cH:61][cH:62][cH:63][cH:64][cH:65]2)[c:66]2[cH:67][cH:68][cH:69][cH:70][cH:71]2)[c:72]2[cH:73][cH:74][cH:75][cH:76][cH:77]2)[cH:78][cH:79]1>>[O:1]1[CH2:2][CH2:3][N:4]([c:7]2[cH:8][cH:9][c:10]([NH:13][c:23]3[n:22][c:21]4[c:20]([cH:19][c:18]([C:16]([N:15]([CH3:14])[CH3:33])=[O:17])[n:27]4[CH:28]4[CH2:29][CH2:30][CH2:31][CH2:32]4)[cH:25][n:24]3)[n:11][cH:12]2)[CH2:5][CH2:6]1. Reactants: COC(C[C@H](C(=O)N1[C@@H](CCC1)C(=O)OCC1=CC=CC=C1)CCCC)=O (methyl-3-(R)-butyl-3-(2-(S)-benzyloxycarbonylpyrrolidin-1-ylcarbonyl)propionate). The reagents and catalysts are [Pd] (Pd/C). The solvent is C(C)OC(C)=O (ethylacetate). Conditions: time 8 hour. Yields the product COC(C[C@H](C(=O)N1[C@@H](CCC1)C(=O)O)CCCC)=O (methyl-3-(R)-butyl-3-(2-(S)-carboxypyrrolidin-1-ylcarbonyl)propionate). As a reaction SMILES: [CH3:1][O:2][C:3](=[O:27])[CH2:4][C@@H:5]([CH2:23][CH2:24][CH2:25][CH3:26])[C:6]([N:8]1[CH2:12][CH2:11][CH2:10][C@H:9]1[C:13]([O:15]CC1C=CC=CC=1)=[O:14])=[O:7]>C(OC(=O)C)C.[Pd]>[CH3:1][O:2][C:3](=[O:27])[CH2:4][C@@H:5]([CH2:23][CH2:24][CH2:25][CH3:26])[C:6]([N:8]1[CH2:12][CH2:11][CH2:10][C@H:9]1[C:13]([OH:15])=[O:14])=[O:7]. Procedure: To a solution of mono-4-methyl 2-(R)-butylsuccinic acid, (prepared in three steps from hexanoylchloride and t-butyl bromoacetate as described below; 1 mmol) in DMF was added proline O-benzyl ester (1 mmol), DIEA (0.4 mL, 2.3 mmol), and a coupling reagent (e.g. EDCI, PyBOP, DIC, etc.; 1 mmol). The mixture was stirred overnight, then diluted with ethyl acetate and washed with aqueous HCl (1 N), water, saturated sodium bicarbonate, brine, and then dried (Na2SO4). The filtrate was concentrated and t... Starting materials: BrCc1ccccc1, CC(C)(C)OC1CC(CO)N(S(=O)(=O)c2ccc3ccccc3c2)C1, CS(C)=O, [H-], [Na+]. The product is CC(C)(C)OC1CC(COCc2ccccc2)N(S(=O)(=O)c2ccc3ccccc3c2)C1. RXN SMILES: [Br:28][CH2:29][c:30]1[cH:31][cH:32][cH:33][cH:34][cH:35]1.[C:3]([CH3:4])([CH3:5])([CH3:6])[O:7][CH:8]1[CH2:9][CH:10]([CH2:26][OH:27])[N:11]([S:13](=[O:14])(=[O:15])[c:16]2[cH:17][c:18]3[cH:19][cH:20][cH:21][cH:22][c:23]3[cH:24][cH:25]2)[CH2:12]1.[CH3:36][S:37]([CH3:38])=[O:39].[H-:1].[Na+:2]>>[C:3]([CH3:4])([CH3:5])([CH3:6])[O:7][CH:8]1[CH2:9][CH:10]([CH2:26][O:27][CH2:29][c:30]2[cH:31][cH:32][cH:33][cH:34][cH:35]2)[N:11]([S:13](=[O:14])(=[O:15])[c:16]2[cH:17][c:18]3[cH:19][cH:20][cH:21][cH:22][c:23]3[cH:24][cH:25]2)[CH2:12]1. Starting materials: COC1=CC=C(C=N1)CNC=1C2=C(N=CN1)NC(=C2)C2=CC=C(C=C2)CO ({4-[4-(6-methoxy-pyridin-3-ylmethylamino)-7H-pyrrolo[2,3-d]pyrimidin-6-yl]-phenyl}-methanol), O=S(Cl)Cl (SOCl2). The solvent is C(C)#N (acetonitrile), O1CCOCC1 (dioxane), CCOC(=O)C (EtOAc). Run at time 1 hour. The product is COC1=CC=C(C=N1)CNC=1C2=C(N=CN1)NC(=C2)C2=CC=C(C=C2)CCl ((6-Methoxy-pyridin-3-ylmethyl)-[6-(4-chloromethyl-phenyl)-7H-pyrrolo[2,3-d]pyrimidin-4-yl]-amine). Reaction SMILES: [CH3:1][O:2][C:3]1[N:8]=[CH:7][C:6]([CH2:9][NH:10][C:11]2[C:12]3[CH:19]=[C:18]([C:20]4[CH:25]=[CH:24][C:23]([CH2:26]O)=[CH:22][CH:21]=4)[NH:17][C:13]=3[N:14]=[CH:15][N:16]=2)=[CH:5][CH:4]=1.O=S(Cl)[Cl:30]>C(#N)C.O1CCOCC1.CCOC(C)=O>[CH3:1][O:2][C:3]1[N:8]=[CH:7][C:6]([CH2:9][NH:10][C:11]2[C:12]3[CH:19]=[C:18]([C:20]4[CH:25]=[CH:24][C:23]([CH2:26][Cl:30])=[CH:22][CH:21]=4)[NH:17][C:13]=3[N:14]=[CH:15][N:16]=2)=[CH:5][CH:4]=1. Procedure details: A suspension of 3.28 g (9.1 mMol) of {4-[4-(6-methoxy-pyridin-3-ylmethylamino)-7H-pyrrolo[2,3-d]pyrimidin-6-yl]-phenyl}-methanol in 40 ml of acetonitrile, 40 ml of dioxane and 4 ml of SOCl2 is stirred for 1 h at RT. The mixture is dissolved in EtOAc and NaHCO3-solution, the aqueous layer separated off and extracted with EtOAc. The organic layers are washed with NaHCO3-solution, water and brine, dried (Na2SO4) and partially concentrated. The crystallized title compound can be filtered off, elemen... Starting materials: O=C(O)c1cccc(Br)n1, CC1(C)OB(C2=CCCC2)OC1(C)C, [K+], [K+], O=C([O-])[O-], CN(C)C=O, O. The product is O=C(O)c1cccc(C2=CCCC2)n1. As a reaction SMILES: [Br:1][c:2]1[cH:3][cH:4][cH:5][c:6]([C:8](=[O:9])[OH:10])[n:7]1.[C:11]1([B:16]2[O:17][C:18]([CH3:19])([CH3:20])[C:21]([CH3:22])([CH3:23])[O:24]2)=[CH:12][CH2:13][CH2:14][CH2:15]1.[K+:25].[K+:26].[O-:27][C:28]([O-:29])=[O:30].[O:31]=[CH:32][N:33]([CH3:34])[CH3:35].[OH2:36]>>[c:2]1([C:11]2=[CH:12][CH2:13][CH2:14][CH2:15]2)[cH:3][cH:4][cH:5][c:6]([C:8](=[O:9])[OH:10])[n:7]1.